Dataset: the Open Reaction Database (ORD), a public repository of structured organic reaction records. Task: describe an organic reaction: reactants, conditions, products, and yield Starting materials: FC=1C=C(C=CC1OC1=CC=NC2=CC(=CC=C12)OC)NC(=O)C=1C(N(N(C1C)C[C@@H](C)OC([C@H](C)N)=O)C1=CC=CC=C1)=O ((S)—((R)-1-(4-(3-fluoro-4-(7-methoxyquinolin-4-yloxy)phenyl-carbamoyl)-5-methyl-3-oxo-2-phenyl-2,3-dihydropyrazol-1-yl)propan-2-yl)2-amino-propanoate), S(O)(O)(=O)=O (sulfuric acid). The product is S(=O)(=O)(O)O.FC=1C=C(C=CC1OC1=CC=NC2=CC(=CC=C12)OC)NC(=O)C=1C(N(N(C1C)C[C@@H](C)OC([C@H](C)N)=O)C1=CC=CC=C1)=O ((S)—((R)-1-(4-(3-fluoro-4-(7-methoxyquinolin-4-yloxy)phenylcarbamoyl)-5-methyl-3-oxo-2-phenyl-2,3-dihydropyrazol-1-yl)propan-2-yl)2-aminopropanoate sulfate), solid. The yield is 89.2%. As a reaction SMILES: [F:1][C:2]1[CH:3]=[C:4]([NH:21][C:22]([C:24]2[C:25](=[O:45])[N:26]([C:39]3[CH:44]=[CH:43][CH:42]=[CH:41][CH:40]=3)[N:27]([CH2:30][C@H:31]([O:33][C:34](=[O:38])[C@@H:35]([NH2:37])[CH3:36])[CH3:32])[C:28]=2[CH3:29])=[O:23])[CH:5]=[CH:6][C:7]=1[O:8][C:9]1[C:18]2[C:13](=[CH:14][C:15]([O:19][CH3:20])=[CH:16][CH:17]=2)[N:12]=[CH:11][CH:10]=1.[S:46](=[O:50])(=[O:49])([OH:48])[OH:47]>>[S:46]([OH:50])([OH:49])(=[O:48])=[O:47].[F:1][C:2]1[CH:3]=[C:4]([NH:21][C:22]([C:24]2[C:25](=[O:45])[N:26]([C:39]3[CH:40]=[CH:41][CH:42]=[CH:43][CH:44]=3)[N:27]([CH2:30][C@H:31]([O:33][C:34](=[O:38])[C@@H:35]([NH2:37])[CH3:36])[CH3:32])[C:28]=2[CH3:29])=[O:23])[CH:5]=[CH:6][C:7]=1[O:8][C:9]1[C:18]2[C:13](=[CH:14][C:15]([O:19][CH3:20])=[CH:16][CH:17]=2)[N:12]=[CH:11][CH:10]=1 |f:2.3|. Procedure: The title compound was prepared according to the procedure described in Example 1 Step 3 by using (S)—((R)-1-(4-(3-fluoro-4-(7-methoxyquinolin-4-yloxy)phenyl-carbamoyl)-5-methyl-3-oxo-2-phenyl-2,3-dihydropyrazol-1-yl)propan-2-yl)2-amino-propanoate (61.3 mg, 0.1 mmol) and sulfuric acid (19.6 mg, 0.2 mmol). The title compound was obtained as a white solid (63.4 mg, 89.2%). The reactants are B, C1CCOC1, C1CCOC1, CC(C)C(N)C(=O)N1CCC(Oc2ccc(Cl)c(Cl)c2)CC1. The product is CC(C)C(N)CN1CCC(Oc2ccc(Cl)c(Cl)c2)CC1. RXN SMILES: [BH3:23].[CH2:24]1[O:25][CH2:26][CH2:27][CH2:28]1.[CH2:29]1[O:30][CH2:31][CH2:32][CH2:33]1.[NH2:1][CH:2]([C:3](=[O:4])[N:5]1[CH2:6][CH2:7][CH:8]([O:11][c:12]2[cH:13][c:14]([Cl:19])[c:15]([Cl:18])[cH:16][cH:17]2)[CH2:9][CH2:10]1)[CH:20]([CH3:21])[CH3:22]>>[NH2:1][CH:2]([CH2:3][N:5]1[CH2:6][CH2:7][CH:8]([O:11][c:12]2[cH:13][c:14]([Cl:19])[c:15]([Cl:18])[cH:16][cH:17]2)[CH2:9][CH2:10]1)[CH:20]([CH3:21])[CH3:22]. Reactants: Cl.COC1=C(CCNCC(C2=C(C=CC=C2)OCC2=CC=CC=C2)O)C=CC(=C1OC)OC (α-(2,3,4-trimethoxyphenethylaminomethyl)-2-benzyloxybenzylalcohol hydrochloride), CO (methanol). The reagents and catalysts are [C].[Pd] (palladium-carbon). The solvent is [H][H] (hydrogen), [H][H] (hydrogen). Product: Cl.COC1=C(CCNCC(C2=C(C=CC=C2)O)O)C=CC(=C1OC)OC (α-(2,3,4-trimethoxyphenethylaminomethyl)-2-hydroxybenzylalcohol hydrochloride). Isolated yield 84.0%. Reaction SMILES: [ClH:1].[CH3:2][O:3][C:4]1[C:29]([O:30][CH3:31])=[C:28]([O:32][CH3:33])[CH:27]=[CH:26][C:5]=1[CH2:6][CH2:7][NH:8][CH2:9][CH:10]([OH:25])[C:11]1[CH:16]=[CH:15][CH:14]=[CH:13][C:12]=1[O:17]CC1C=CC=CC=1.CO>[H][H].[C].[Pd]>[ClH:1].[CH3:2][O:3][C:4]1[C:29]([O:30][CH3:31])=[C:28]([O:32][CH3:33])[CH:27]=[CH:26][C:5]=1[CH2:6][CH2:7][NH:8][CH2:9][CH:10]([OH:25])[C:11]1[CH:16]=[CH:15][CH:14]=[CH:13][C:12]=1[OH:17] |f:0.1,4.5,6.7|. Procedure: A mixture of 5 g of α-(2,3,4-trimethoxyphenethylaminomethyl)-2-benzyloxybenzylalcohol hydrochloride, one g of 10% palladium-carbon and 50 ml of 90% aqueous methanol is shaken at room temperature in hydrogen gas atmosphere under atmospheric pressure. After hydrogen uptake is completed, insoluble materials are removed by filtration, and the filtrate is condensed. The residue thus obtained is recrystallized from a mixture of ethanol and ether. 3.4 g of α-(2,3,4-trimethoxyphenethylaminomethyl)-2-hyd... The reactants are CC[N+](CC)(CC)Cc1ccccc1, Cc1ccccc1, [Cl-], OCc1scc2c1-c1ccccc1Oc1ccc(Cl)cc1-2, NCCCCl, Cl, [Na+], [OH-], O. The product is NCCCOCc1scc2c1-c1ccccc1Oc1ccc(Cl)cc1-2. Reaction SMILES: [CH2:38]([N+:39]([CH2:40][CH3:41])([CH2:42][CH3:43])[CH2:44][CH3:45])[c:46]1[cH:47][cH:48][cH:49][cH:50][cH:51]1.[CH3:7][c:8]1[cH:9][cH:10][cH:11][cH:12][cH:13]1.[Cl-:37].[Cl:14][c:15]1[cH:16][c:17]2[c:18]([cH:33][cH:34]1)[O:19][c:20]1[c:21]([cH:29][cH:30][cH:31][cH:32]1)-[c:22]1[c:23]([CH2:27][OH:28])[s:24][cH:25][c:26]1-2.[Cl:2][CH2:3][CH2:4][CH2:5][NH2:6].[ClH:1].[Na+:36].[OH-:35].[OH2:52]>>[CH2:3]([CH2:4][CH2:5][NH2:6])[O:28][CH2:27][c:23]1[c:22]2[c:26]([cH:25][s:24]1)-[c:17]1[cH:16][c:15]([Cl:14])[cH:34][cH:33][c:18]1[O:19][c:20]1[c:21]-2[cH:29][cH:30][cH:31][cH:32]1. Starting materials: O=C([O-])O, CC(=O)[O-], CC(=O)OC(C)=O, CC(=O)O, CCOC(C)=O, Cl, Cc1cccc(NC(=O)NC2N=C(C=O)c3cccc(C)c3N(CC(=O)N3CCCCCCC3)C2=O)c1, NO, [Na+], [Na+]. Yields the product Cc1cccc(NC(=O)NC2N=C(C#N)c3cccc(C)c3N(CC(=O)N3CCCCCCC3)C2=O)c1. Reaction SMILES: [C:53](=[O:54])([O-:55])[OH:56].[CH3:42][C:43](=[O:44])[O-:45].[CH3:46][C:47]([O:48][C:49](=[O:50])[CH3:51])=[O:52].[CH3:58][C:59](=[O:60])[OH:61].[CH3:62][CH2:63][O:64][C:65](=[O:66])[CH3:67].[ClH:38].[N:1]1([C:9](=[O:10])[CH2:11][N:12]2[C:13](=[O:37])[CH:14]([NH:26][C:27](=[O:28])[NH:29][c:30]3[cH:31][c:32]([CH3:36])[cH:33][cH:34][cH:35]3)[N:15]=[C:16]([CH:24]=[O:25])[c:17]3[c:18]2[c:19]([CH3:23])[cH:20][cH:21][cH:22]3)[CH2:2][CH2:3][CH2:4][CH2:5][CH2:6][CH2:7][CH2:8]1.[NH2:39][OH:40].[Na+:41].[Na+:57]>>[N:1]1([C:9](=[O:10])[CH2:11][N:12]2[C:13](=[O:37])[CH:14]([NH:26][C:27](=[O:28])[NH:29][c:30]3[cH:31][c:32]([CH3:36])[cH:33][cH:34][cH:35]3)[N:15]=[C:16]([C:24]#[N:39])[c:17]3[c:18]2[c:19]([CH3:23])[cH:20][cH:21][cH:22]3)[CH2:2][CH2:3][CH2:4][CH2:5][CH2:6][CH2:7][CH2:8]1. Reactants: CO, CCCc1nc2c(Cl)nc3ccccc3c2n1CCc1cc(-c2ccc(F)cc2)no1, N. Product: CCCc1nc2c(N)nc3ccccc3c2n1CCc1cc(-c2ccc(F)cc2)no1. Reaction SMILES: [CH3:33][OH:34].[Cl:1][c:2]1[n:3][c:4]2[cH:5][cH:6][cH:7][cH:8][c:9]2[c:10]2[c:11]1[n:12][c:13]([CH2:29][CH2:30][CH3:31])[n:14]2[CH2:15][CH2:16][c:17]1[cH:18][c:19](-[c:22]2[cH:23][cH:24][c:25]([F:28])[cH:26][cH:27]2)[n:20][o:21]1.[NH3:32]>>[c:2]1([NH2:32])[n:3][c:4]2[cH:5][cH:6][cH:7][cH:8][c:9]2[c:10]2[c:11]1[n:12][c:13]([CH2:29][CH2:30][CH3:31])[n:14]2[CH2:15][CH2:16][c:17]1[cH:18][c:19](-[c:22]2[cH:23][cH:24][c:25]([F:28])[cH:26][cH:27]2)[n:20][o:21]1. The reactants are CCOC(=O)C(CC)Cc1ccc(OC)c(OCCc2ccc(C(F)(F)F)cc2)c1, CO, Cl, [Na+], [OH-], O. Product: CCC(Cc1ccc(OC)c(OCCc2ccc(C(F)(F)F)cc2)c1)C(=O)O. RXN SMILES: [CH2:1]([CH3:2])[CH:3]([C:4](=[O:5])[O:6][CH2:7][CH3:8])[CH2:9][c:10]1[cH:11][c:12]([O:18][CH2:19][CH2:20][c:21]2[cH:22][cH:23][c:24]([C:27]([F:28])([F:29])[F:30])[cH:25][cH:26]2)[c:13]([O:16][CH3:17])[cH:14][cH:15]1.[CH3:31][OH:32].[ClH:35].[Na+:34].[OH-:33].[OH2:36]>>[CH2:1]([CH3:2])[CH:3]([C:4](=[O:5])[OH:6])[CH2:9][c:10]1[cH:11][c:12]([O:18][CH2:19][CH2:20][c:21]2[cH:22][cH:23][c:24]([C:27]([F:28])([F:29])[F:30])[cH:25][cH:26]2)[c:13]([O:16][CH3:17])[cH:14][cH:15]1.